This data is from the Open Reaction Database (ORD), a public repository of structured organic reaction records. The task is: describe an organic reaction: reactants, conditions, products, and yield Reactants: NC=1C(=NC(=CN1)C1CC1)C(=O)OC (methyl 3-amino-6-cyclopropylpyrazine-2-carboxylate), BrC(C)Br (dibromethane), N(=O)OCCC(C)C (isoamyl nitrite), C[Si](Br)(C)C (trimethylbromosilane), C(=O)(O)[O-].[Na+] (NaHCO3). Conditions: time 8 hour. The product is BrC=1C(=NC(=CN1)C1CC1)C(=O)OC (Methyl 3-bromo-6-cyclopropylpyrazine-2-carboxylate). Reaction SMILES: N[C:2]1[C:3]([C:11]([O:13][CH3:14])=[O:12])=[N:4][C:5]([CH:8]2[CH2:10][CH2:9]2)=[CH:6][N:7]=1.[Br:15]C(Br)C.N(OCCC(C)C)=O.C[Si](C)(C)Br.C([O-])(O)=O.[Na+]>>[Br:15][C:2]1[C:3]([C:11]([O:13][CH3:14])=[O:12])=[N:4][C:5]([CH:8]2[CH2:10][CH2:9]2)=[CH:6][N:7]=1 |f:4.5|. Procedure details: To a solution of methyl 3-amino-6-cyclopropylpyrazine-2-carboxylate (1 g, 5.18 mmol, intermediate A-10, step 2) in dibromethane (16.0 ml, 229 mmol) at 0° under an argon atmosphere was added isoamyl nitrite (1.49 ml, 11.1 mmol) and trimethylbromosilane (2.03 ml, 15.7 mmol). The mixture was stirred at 0° for 10 min and at r.t overnight. The reaction mixture was poured onto ice, neutralized with solid NaHCO3, extracted with dichloromethane, dried over MgSO4, filtered and evaporated. The title compo... Reactants: Nc1cc(Cl)nc(Cl)c1, O=[N+]([O-])O, O=S(=O)(O)O. Yields the product Nc1cc(Cl)nc(Cl)c1[N+](=O)[O-]. As a reaction SMILES: [Cl:1][c:2]1[n:3][c:4]([Cl:9])[cH:5][c:6]([NH2:8])[cH:7]1.[OH:10][N+:11]([O-:12])=[O:13].[S:14](=[O:15])(=[O:16])([OH:17])[OH:18]>>[Cl:1][c:2]1[n:3][c:4]([Cl:9])[cH:5][c:6]([NH2:8])[c:7]1[N+:11](=[O:10])[O-:12]. Run in CC(=O)N(C)C (DMA). Yields the product N1(CCC1)C1=NC(=NN1CC1=C(C=CC=C1)F)C1=NC=CC=C1 (2-(5-(azetidin-1-yl)-1-(2-fluorobenzyl)-1H-1,2,4-triazol-3-yl)pyridine). As a reaction SMILES: Br[C:2]1[N:6]([CH2:7][C:8]2[CH:13]=[CH:12][CH:11]=[CH:10][C:9]=2[F:14])[N:5]=[C:4]([C:15]2[CH:20]=[CH:19][CH:18]=[CH:17][N:16]=2)[N:3]=1.[NH:21]1[CH2:24][CH2:23][CH2:22]1.[OH-].[Na+]>CC(N(C)C)=O>[N:21]1([C:2]2[N:6]([CH2:7][C:8]3[CH:13]=[CH:12][CH:11]=[CH:10][C:9]=3[F:14])[N:5]=[C:4]([C:15]3[CH:20]=[CH:19][CH:18]=[CH:17][N:16]=3)[N:3]=2)[CH2:24][CH2:23][CH2:22]1 |f:2.3|. Procedure: A solution of 2-(5-bromo-1-(2-fluorobenzyl)-1H-1,2,4-triazol-3-yl)pyridine (I-16), in DMA is treated with a large excess of azetidine (e.g., ˜30 eq). The resultant solution is warmed to about 100° C. and stirred at that temperature for about 18 h. The reaction solution is cooled to room temperature, poured into 1N NaOH solution and then extracted with EtOAc. The organic phases are dried, e.g., over MgSO4 or Na2SO4, filtered and concentrated. The crude product is purified using SiO2 chromatograph... Run at time 18 hour. Reactants: BrC1=NC(=NN1CC1=C(C=CC=C1)F)C1=NC=CC=C1 (2-(5-bromo-1-(2-fluorobenzyl)-1H-1,2,4-triazol-3-yl)pyridine), N1CCC1 (azetidine), [OH-].[Na+] (NaOH), resultant solution. The reactants are CC1CN(C(=O)OC(C)(C)C)CCN1C(C)c1cnc(F)c(B(O)O)c1, COc1ccc(CN(Cc2ccc(OC)cc2)c2cc(Cl)nc(C)n2)cc1, [K+], CC(=O)[O-]. The product is COc1ccc(CN(Cc2ccc(OC)cc2)c2cc(-c3cc(C(C)N4CCN(C(=O)OC(C)(C)C)CC4C)cnc3F)nc(C)n2)cc1. As a reaction SMILES: [C:1]([CH3:2])([CH3:3])([CH3:4])[O:5][C:6](=[O:7])[N:8]1[CH2:9][CH:10]([CH3:26])[N:11]([CH:14]([CH3:15])[c:16]2[cH:17][c:18]([B:23]([OH:24])[OH:25])[c:19]([F:22])[n:20][cH:21]2)[CH2:12][CH2:13]1.[Cl:27][c:28]1[cH:29][c:30]([N:35]([CH2:36][c:37]2[cH:38][cH:39][c:40]([O:43][CH3:44])[cH:41][cH:42]2)[CH2:45][c:46]2[cH:47][cH:48][c:49]([O:52][CH3:53])[cH:50][cH:51]2)[n:31][c:32]([CH3:34])[n:33]1.[K+:58].[O-:54][C:55]([CH3:56])=[O:57]>>[C:1]([CH3:2])([CH3:3])([CH3:4])[O:5][C:6](=[O:7])[N:8]1[CH2:9][CH:10]([CH3:26])[N:11]([CH:14]([CH3:15])[c:16]2[cH:17][c:18](-[c:28]3[cH:29][c:30]([N:35]([CH2:36][c:37]4[cH:38][cH:39][c:40]([O:43][CH3:44])[cH:41][cH:42]4)[CH2:45][c:46]4[cH:47][cH:48][c:49]([O:52][CH3:53])[cH:50][cH:51]4)[n:31][c:32]([CH3:34])[n:33]3)[c:19]([F:22])[n:20][cH:21]2)[CH2:12][CH2:13]1. Starting materials: [H-].[Na+] (Sodium hydride), O1C(=CC=C1)C(CC(=O)OC(C)(C)C)=O (tert-butyl 3-(2-furyl)-3-oxopropionate), Cl (hydrochloric acid), FC(C(=O)O)(F)F (trifluoroacetic acid), BrCC(=O)OCC (Ethyl bromoacetate), C([O-])(O)=O.[Na+] (sodium bicarbonate). Solvent: O1CCCC1 (tetrahydrofuran), C(C)(=O)OCC.CCCCCC (ethyl acetate hexane), C1(=CC=CC=C1)C (toluene). Reaction conditions: time 10 minute. Product: O1C(=CC=C1)C(CCC(=O)OCC)=O (ethyl 4-(2-furyl)-4-oxobutyrate). Isolated yield 79.0%. As a reaction SMILES: [H-].[Na+].[O:3]1[CH:7]=[CH:6][CH:5]=[C:4]1[C:8](=[O:17])[CH2:9][C:10](OC(C)(C)C)=O.BrC[C:20]([O:22][CH2:23][CH3:24])=[O:21].Cl.FC(F)(F)C(O)=O.C(=O)(O)[O-].[Na+]>O1CCCC1.C1(C)C=CC=CC=1.C(OCC)(=O)C.CCCCCC>[O:3]1[CH:7]=[CH:6][CH:5]=[C:4]1[C:8](=[O:17])[CH2:9][CH2:10][C:20]([O:22][CH2:23][CH3:24])=[O:21] |f:0.1,6.7,10.11|. Procedure details: Sodium hydride (60% in oil, 629 mg) was added to a solution of tert-butyl 3-(2-furyl)-3-oxopropionate (3.01 g) in tetrahydrofuran (80 ml) at 0° C. and stirred for 10 minutes. Ethyl bromoacetate (1.51 ml) was added to the mixture, and then the reaction mixture was stirred at room temperature for 4 hours, 0.1N hydrochloric acid (200 ml) was added and extracted with ethyl acetate. The ethyl acetate layer was washed with an aqueous saturated solution of sodium chloride, dried (MgSO4) and concentrate... Starting materials: CC1=C(C=C(C=C1)C(=O)OC)S (methyl 3-mercapto-4-methyl benzoate), CC1(C=2C=CC(=CC2C(CC1)(C)C)C(=O)Cl)C (5,6,7,8-tetrahydro-5,5,8,8-tetramethyl-2-naphtoyl chloride). Solvent: C(C)N(CC)CC (triethylamine). The product is CC1=C(C=C(C(=O)OC)C=C1)SC(=O)C1=CC=2C(CCC(C2C=C1)(C)C)(C)C (methyl 4-methyl-3-(5,6,7,8-tetrahydro-5,5,8,8-tetramethyl-2-naphtoylthio)-benzoate). Isolated yield 88.3%. RXN SMILES: [CH3:1][C:2]1[CH:7]=[CH:6][C:5]([C:8]([O:10][CH3:11])=[O:9])=[CH:4][C:3]=1[SH:12].[CH3:13][C:14]1([CH3:29])[CH2:23][CH2:22][C:21]([CH3:25])([CH3:24])[C:20]2[CH:19]=[C:18]([C:26](Cl)=[O:27])[CH:17]=[CH:16][C:15]1=2>C(N(CC)CC)C>[CH3:1][C:2]1[CH:7]=[CH:6][C:5]([C:8]([O:10][CH3:11])=[O:9])=[CH:4][C:3]=1[S:12][C:26]([C:18]1[CH:17]=[CH:16][C:15]2[C:14]([CH3:29])([CH3:13])[CH2:23][CH2:22][C:21]([CH3:25])([CH3:24])[C:20]=2[CH:19]=1)=[O:27]. Reported procedure: In a manner analogous to Example 1(a), starting with 1.83 g (10 mmol) of methyl 3-mercapto-4-methyl benzoate, 1.5 ml of triethylamine and 2.76 g (11 mmol) of 5,6,7,8-tetrahydro-5,5,8,8-tetramethyl-2-naphtoyl chloride, methyl 4-methyl-3-(5,6,7,8-tetrahydro-5,5,8,8-tetramethyl-2-naphtoylthio)-benzoate (3.50 g; 88%) is produced. Reactants: COC1=C(C(=O)OC)C=C(C(=N1)C)CC (methyl 2-methoxy-5-ethyl-6-methylnicotinate), [H-].[Al+3].[Li+].[H-].[H-].[H-] (lithium aluminum hydride), [O-]S(=O)(=O)[O-].[Na+].[Na+] (Na2SO4). Solvent: C1CCOC1 (THF), O1CCCC1 (tetrahydrofuran). The product is COC1=NC(=C(C=C1CO)CC)C (2-methoxy-3-hydroxymethyl-5-ethyl-6-methyl pyridine). RXN SMILES: [CH3:1][O:2][C:3]1[N:12]=[C:11]([CH3:13])[C:10]([CH2:14][CH3:15])=[CH:9][C:4]=1[C:5](OC)=[O:6].[H-].[Al+3].[Li+].[H-].[H-].[H-].[O-]S([O-])(=O)=O.[Na+].[Na+]>O1CCCC1>[CH3:1][O:2][C:3]1[C:4]([CH2:5][OH:6])=[CH:9][C:10]([CH2:14][CH3:15])=[C:11]([CH3:13])[N:12]=1 |f:1.2.3.4.5.6,7.8.9|. Procedure: To a solution of methyl 2-methoxy-5-ethyl-6-methylnicotinate (2.28 g, 10.9 mmol) in anhydrous tetrahydrofuran (50 mL), under a nitrogen atmosphere, was added cautiously lithium aluminum hydride (0.77 g, 20 mmol). After refluxing this mixture for 15-20 hours, saturated aqueous Na2SO4 was added carefully to quench the cooled reaction mixture. This mixture was diluted with more THF, dried (Na2SO4), filtered and the solvent evaporated. This residue was chased with ethanol/toluene to remove traces of...